Dataset: the Open Reaction Database (ORD), a public repository of structured organic reaction records. Task: describe an organic reaction: reactants, conditions, products, and yield Reactants: ClC1=CC(=C(C=C1)O)C1=NNC=C1 (4-chloro-2-(1H-pyrazol-3-yl)-phenol), C(=O)([O-])[O-].[K+].[K+] (K2CO3), C(C1=CC=CC=C1)Br (benzylbromid). Run in CC(=O)C (acetone). Conditions: time 21 hour. Product: C(C1=CC=CC=C1)OC1=C(C=C(C=C1)Cl)C1=NNC=C1 (3-(2-benzyloxy-5-chloro-phenyl)-1H-pyrazole). Reaction SMILES: [Cl:1][C:2]1[CH:7]=[CH:6][C:5]([OH:8])=[C:4]([C:9]2[CH:13]=[CH:12][NH:11][N:10]=2)[CH:3]=1.C([O-])([O-])=O.[K+].[K+].[CH2:20](Br)[C:21]1[CH:26]=[CH:25][CH:24]=[CH:23][CH:22]=1>CC(C)=O>[CH2:20]([O:8][C:5]1[CH:6]=[CH:7][C:2]([Cl:1])=[CH:3][C:4]=1[C:9]1[CH:13]=[CH:12][NH:11][N:10]=1)[C:21]1[CH:26]=[CH:25][CH:24]=[CH:23][CH:22]=1 |f:1.2.3|. Procedure details: To a stirred solution of 4-chloro-2-(1H-pyrazol-3-yl)-phenol (1 g, CAS 18704-67-1) at r.t. in acetone (20 ml) under an argon atmosphere were added K2CO3 (746 mg) and benzylbromid (0.61 ml). The reaction mixture was stirred at r.t. for 21 h. The solids were filtered off and washed with acetone. The filtrate was concentrated to leave a light orange oil. The crude product was purified by chromatography (silica gel, cyclohexane/ethyl acetate 2:1) to give 3-(2-benzyloxy-5-chloro-phenyl)-1H-pyrazole a... Starting materials: C1(=CC=CC=C1)C1C(CN(C1)CC1=CC=CC=C1)CN (4-phenYl-1-(phenylmethyl)-3-pyrrolidinemethanamine), [H][H] (hydrogen). Reagents/catalysts: [Pd] (palladium on carbon). Run in CO (methanol). Yields the product C1(=CC=CC=C1)C1C(CNC1)CN (4-phenyl-3-pyrrolidinemethanamine). Isolated yield 86.4%. Reaction SMILES: [C:1]1([CH:7]2[CH2:11][N:10](CC3C=CC=CC=3)[CH2:9][CH:8]2[CH2:19][NH2:20])[CH:6]=[CH:5][CH:4]=[CH:3][CH:2]=1.[H][H]>[Pd].CO>[C:1]1([CH:7]2[CH2:11][NH:10][CH2:9][CH:8]2[CH2:19][NH2:20])[CH:2]=[CH:3][CH:4]=[CH:5][CH:6]=1. Reported procedure: A mixture of 4.79 g (0.018 mole) of 4-phenYl-1-(phenylmethyl)-3-pyrrolidinemethanamine, 0.7 g of 20% palladium on carbon, and 250 ml of methanol was shaken in an atmosphere of hydrogen at about 50 psi and at room temperature for 24 hours. The catalyst was filtered and the filtrate evaporated under reduced pressure to give 2.74 g of 4-phenyl-3-pyrrolidinemethanamine. The reactants are C(C1=CC=CC=C1)NC1=NC=CC=C1N (2-benzylamino-3-amino pyridine), NC(=O)N (urea). The solvent is C=1(C(=CC=CC1)C)C (xylene). The product is C(C1=CC=CC=C1)N1C(=NC=2C1=NC=CC2)O (3-benzyl-2-hydroxy-3H-imidazo[4,5-b]pyridine). As a reaction SMILES: [CH2:1]([NH:8][C:9]1[C:14]([NH2:15])=[CH:13][CH:12]=[CH:11][N:10]=1)[C:2]1[CH:7]=[CH:6][CH:5]=[CH:4][CH:3]=1.N[C:17](N)=[O:18]>C1(C)C(C)=CC=CC=1>[CH2:1]([N:8]1[C:9]2=[N:10][CH:11]=[CH:12][CH:13]=[C:14]2[N:15]=[C:17]1[OH:18])[C:2]1[CH:3]=[CH:4][CH:5]=[CH:6][CH:7]=1. Procedure details: Grams 10 2-benzylamino-3-amino pyridine and 3 g urea in 50 ml xylene are heated under reflux for 3 hours. The reaction mixture is then cooled to room temperature, the undissolved product filtered and washed with toluene; the solid dried in vacuo at 80° C. gives 5.1 g 3-benzyl-2-hydroxy-3H-imidazo[4,5-b]pyridine which, recrystallized from absolute ethyl alcohol, melts at 177°-179° C. Conditions: time 8 hour. Yields the product C(C)(C)(C)OC(=O)C=1C(=CC=CC1)C1=CC=C(C=C1)CN1C(=NC(=C1C=O)Cl)CCCC (4′-(2-Butyl-4-chloro-5-formylimidazol-1-ylmethyl)biphenyl-2-carboxylic acid t-butyl ester). The yield is 89.1%. Solvent: CN(C)C=O (DMF). As a reaction SMILES: [CH2:1]([C:5]1[NH:9][C:8]([CH:10]=[O:11])=[C:7]([Cl:12])[N:6]=1)[CH2:2][CH2:3][CH3:4].[C:13]([O:17][C:18]([C:20]1[C:21]([C:26]2[CH:31]=[CH:30][C:29]([CH2:32]Br)=[CH:28][CH:27]=2)=[CH:22][CH:23]=[CH:24][CH:25]=1)=[O:19])([CH3:16])([CH3:15])[CH3:14].C([O-])([O-])=O.[K+].[K+]>CN(C=O)C>[C:13]([O:17][C:18]([C:20]1[C:21]([C:26]2[CH:31]=[CH:30][C:29]([CH2:32][N:9]3[C:8]([CH:10]=[O:11])=[C:7]([Cl:12])[N:6]=[C:5]3[CH2:1][CH2:2][CH2:3][CH3:4])=[CH:28][CH:27]=2)=[CH:22][CH:23]=[CH:24][CH:25]=1)=[O:19])([CH3:16])([CH3:15])[CH3:14] |f:2.3.4|. Starting materials: C(CCC)C1=NC(=C(N1)C=O)Cl (2-Butyl-5-chloro-3H-imidazole-4-carbaldehyde), C(C)(C)(C)OC(=O)C=1C(=CC=CC1)C1=CC=C(C=C1)CBr (4′-bromomethylbiphenyl-2-carboxylic acid t-butyl ester), C(=O)([O-])[O-].[K+].[K+] (K2CO3). Reported procedure: 2-Butyl-5-chloro-3H-imidazole-4-carbaldehyde (9.9 g, 53.3 mmol), 4′-bromomethylbiphenyl-2-carboxylic acid t-butyl ester (18.5 g, 53.3 mmol), and K2CO3 (7.4 g, 53.3 mmol) were combined in DMF (200 mL) and stirred at room temperature overnight. The reaction was quenched with water, extracted with EtOAc, washed with saturated aqueous NaCl, dried over MgSO4, filtered and concentrated. The crude mixture was purified by flash chromatography (0-40% EtOAc:hexanes) to yield 21.5 g of intermediate (4a).